From a dataset of the Open Reaction Database (ORD), a public repository of structured organic reaction records. describe an organic reaction: reactants, conditions, products, and yield Reactants: ClCC(C)=O (1-chloropropan-2-one), BrC=1C(=C(C(=NC1)N)C1=CC(=CC=C1)C(F)(F)F)C (5-Bromo-4-methyl-3-(3-trifluoromethyl-phenyl)-pyridin-2-ylamine), ClCC(C)=O (1-chloropropan-2-one). The solvent is IMS. Conditions: time 24 hour. Yields the product N (NH3), BrC=1C(=C(C=2N(C1)C=C(N2)C)C2=CC(=CC=C2)C(F)(F)F)C (6-Bromo-2,7-dimethyl-8-(3-trifluoromethyl-phenyl)-imidazo[1,2-a]pyridine). Isolated yield 163.2%. RXN SMILES: [Br:1][C:2]1[C:3]([CH3:19])=[C:4]([C:9]2[CH:14]=[CH:13][CH:12]=[C:11]([C:15]([F:18])([F:17])[F:16])[CH:10]=2)[C:5]([NH2:8])=[N:6][CH:7]=1.Cl[CH2:21][C:22](=O)[CH3:23]>>[NH3:6].[Br:1][C:2]1[C:3]([CH3:19])=[C:4]([C:9]2[CH:14]=[CH:13][CH:12]=[C:11]([C:15]([F:18])([F:16])[F:17])[CH:10]=2)[C:5]2[N:6]([CH:21]=[C:22]([CH3:23])[N:8]=2)[CH:7]=1. Procedure details: 5-Bromo-4-methyl-3-(3-trifluoromethyl-phenyl)-pyridin-2-ylamine (Int. 1, 500 mg, 1.51 mmol) and 1-chloropropan-2-one (144 μL, 1.81 mmol) were heated at reflux in IMS (3 mL) for 18 hrs then a further quantity of 1-chloropropan-2-one (144 μL) was added. Heating was continued for 24 hrs then the solvent was evaporated in vacuo and the residue was purified by flash chromatography eluting with a gradient of 0-50% EtOAc in cyclohexane then 0-10% (2N NH3 in MeOH) in DCM to give the title compound as a ... Reaction SMILES: [O:1]=[C:2]([CH2:9][CH2:10][CH3:11])[CH2:3][C:4]([O:6][CH2:7][CH3:8])=[O:5].[CH2:12](O)[CH2:13][OH:14].C(OCC)(OCC)OCC>O.C1(C)C=CC(S(O)(=O)=O)=CC=1.O>[CH2:7]([O:6][C:4](=[O:5])[CH2:3][C:2]1([CH2:9][CH2:10][CH3:11])[O:14][CH2:13][CH2:12][O:1]1)[CH3:8] |f:3.4|. Procedure details: A mixture of ethyl 3-oxohexanoate (5 g, 31.6 mmol), ethylene glycol (3.92 g, 63.2 mmol) and triethyl orthoformate (4.68 g, 31.6 mmol), and p-toluenesulfonic acid monohydrate (544 mg, 2.86 mmol) was stirred at room temperature for 29 hours and 10 minutes. To the reaction mixture, water was added and the mixture was extracted with ethyl acetate. The organic layer was washed with a saturated saline solution, dried over magnesium sulfate, and filtered. The filtrate was concentrated under reduced pre... Yield: 97.0%. Reaction conditions: time 10 minute. Yields the product C(C)OC(CC1(OCCO1)CCC)=O (Ethyl(2-propyl-1,3-dioxolan-2-yl)acetate). Run in O (water). The reagents and catalysts are O.C1(=CC=C(C=C1)S(=O)(=O)O)C (p-toluenesulfonic acid monohydrate). Reactants: O=C(CC(=O)OCC)CCC (ethyl 3-oxohexanoate), C(CO)O (ethylene glycol), C(OCC)(OCC)OCC (triethyl orthoformate). The reactants are C1OC=2C=C(CN)C=CC2O1 (3,4-methylenedioxybenzylamine), ClC=1N=C(C2=C(N1)SC(=C2)Cl)Cl (2,4,6-trichloro-thieno-[2,3-d]-pyrimidine). The product is ClC=1N=C(C2=C(N1)SC(=C2)Cl)NCC2=CC1=C(C=C2)OCO1 (2,6-dichloro-4-(3,4-methylenedioxybenzylamino)-thieno-[2,3-d]-pyrimidine). RXN SMILES: [CH2:1]1[O:11][C:10]2[CH:9]=[CH:8][C:5]([CH2:6][NH2:7])=[CH:4][C:3]=2[O:2]1.[Cl:12][C:13]1[N:14]=[C:15](Cl)[C:16]2[CH:21]=[C:20]([Cl:22])[S:19][C:17]=2[N:18]=1>>[Cl:12][C:13]1[N:14]=[C:15]([NH:7][CH2:6][C:5]2[CH:8]=[CH:9][C:10]3[O:11][CH2:1][O:2][C:3]=3[CH:4]=2)[C:16]2[CH:21]=[C:20]([Cl:22])[S:19][C:17]=2[N:18]=1. Procedure: Following the procedure of Example 1, the reaction of 3,4-methylenedioxybenzylamine with 2,4,6-trichloro-thieno-[2,3-d]-pyrimidine gives 2,6-dichloro-4-(3,4-methylenedioxybenzylamino)-thieno-[2,3-d]-pyrimidine The reactants are ClC1=CC=C(OC2CN(C2)CC[C@@H](CO)NC(=O)NC=2SC(=NN2)CC)C=C1 (1-{(S)-3-[3-(4-chloro-phenoxy)-azetidin-1-yl]-1-hydroxymethyl-propyl}-3-(5-ethyl-[1,3,4]-thiadiazol-2-yl)-urea), Cl.N[C@H](CO)CCN1CC(C1)OC1=CC(=C(C=C1)Cl)C ((S)-2-amino-4-[3-(4-chloro-3-methyl-phenoxy)-azetidin-1-yl]-butan-1-ol hydrochloride). Yields the product ClC1=C(C=C(OC2CN(C2)CC[C@@H](CO)NC(=O)NC=2SC(=NN2)CC)C=C1)C (1-{(S)-3-[3-(4-chloro-3-methyl-phenoxy)-azetidin-1-yl]-1-hydroxymethyl-propyl}-3-(5-ethyl-[1,3,4]thiadiazol-2-yl]-urea). As a reaction SMILES: [Cl:1][C:2]1[CH:28]=[CH:27][C:5]([O:6][CH:7]2[CH2:10][N:9]([CH2:11][CH2:12][C@H:13]([NH:16][C:17]([NH:19][C:20]3[S:21][C:22]([CH2:25][CH3:26])=[N:23][N:24]=3)=[O:18])[CH2:14][OH:15])[CH2:8]2)=[CH:4][CH:3]=1.Cl.N[C@@H:31](CCN1CC(OC2C=CC(Cl)=C(C)C=2)C1)CO>>[Cl:1][C:2]1[CH:28]=[CH:27][C:5]([O:6][CH:7]2[CH2:10][N:9]([CH2:11][CH2:12][C@H:13]([NH:16][C:17]([NH:19][C:20]3[S:21][C:22]([CH2:25][CH3:26])=[N:23][N:24]=3)=[O:18])[CH2:14][OH:15])[CH2:8]2)=[CH:4][C:3]=1[CH3:31] |f:1.2|. Reported procedure: This compound is prepared analogously to 1-{(S)-3-[3-(4-chloro-phenoxy)-azetidin-1-yl]-1-hydroxymethyl-propyl}-3-(5-ethyl-[1,3,4]-thiadiazol-2-yl)-urea in Example 99 except using (S)-2-amino-4-[3-(4-chloro-3-methyl-phenoxy)-azetidin-1-yl]-butan-1-ol hydrochloride in place of (S)-2-amino-4-[3-(4-chloro-phenoxy)-azetidin-1-yl]-butan-1-ol hydrochloride. The reactants are [BH4-], CO, COc1cc(C(C#N)(CCCNCCCOc2cccc(CO)c2)C(C)C)cc(OC)c1OC, [Na+]. The product is COc1cc(C(C#N)(CCCN(C)CCCOc2cccc(CO)c2)C(C)C)cc(OC)c1OC. RXN SMILES: [BH4-:35].[CH3:37][OH:38].[CH:1]([CH3:2])([CH3:3])[C:4]([C:5]#[N:6])([CH2:7][CH2:8][CH2:9][NH:10][CH2:11][CH2:12][CH2:13][O:14][c:15]1[cH:16][c:17]([CH2:21][OH:22])[cH:18][cH:19][cH:20]1)[c:23]1[cH:24][c:25]([O:33][CH3:34])[c:26]([O:31][CH3:32])[c:27]([O:29][CH3:30])[cH:28]1.[Na+:36]>>[CH:1]([CH3:2])([CH3:3])[C:4]([C:5]#[N:6])([CH2:7][CH2:8][CH2:9][N:10]([CH2:11][CH2:12][CH2:13][O:14][c:15]1[cH:16][c:17]([CH2:21][OH:22])[cH:18][cH:19][cH:20]1)[CH3:37])[c:23]1[cH:24][c:25]([O:33][CH3:34])[c:26]([O:31][CH3:32])[c:27]([O:29][CH3:30])[cH:28]1.